From a dataset of the Open Reaction Database (ORD), a public repository of structured organic reaction records. describe an organic reaction: reactants, conditions, products, and yield The reactants are CS(=O)(=O)OCC=1C(=NSC1)C1=CC=C(C=C1)Cl ((3-(4-chlorophenyl)isothiazol-4-yl)methyl methanesulfonate), OC1=C(C(=C(C=C1)CCC(=O)OCC)C)C (ethyl 3-(4-hydroxy-2,3-dimethylphenyl)propanoate). The product is ClC1=CC=C(C=C1)C1=NSC=C1COC1=C(C(=C(C=C1)CCC(=O)O)C)C (3-(4-((3-(4-chlorophenyl)isothiazol-4-yl)methoxy)-2,3-dimethylphenyl)propanoic acid). Reaction SMILES: CS([O:5][CH2:6][C:7]1[C:8]([C:12]2[CH:17]=[CH:16][C:15]([Cl:18])=[CH:14][CH:13]=2)=[N:9][S:10][CH:11]=1)(=O)=O.O[C:20]1[CH:25]=[CH:24][C:23]([CH2:26][CH2:27][C:28]([O:30]CC)=[O:29])=[C:22]([CH3:33])[C:21]=1[CH3:34]>>[Cl:18][C:15]1[CH:16]=[CH:17][C:12]([C:8]2[C:7]([CH2:6][O:5][C:20]3[CH:25]=[CH:24][C:23]([CH2:26][CH2:27][C:28]([OH:30])=[O:29])=[C:22]([CH3:33])[C:21]=3[CH3:34])=[CH:11][S:10][N:9]=2)=[CH:13][CH:14]=1. Procedure details: The title compound was prepared according to the procedure described in Example 91 following Step 5 and 6 by coupling (3-(4-chlorophenyl)isothiazol-4-yl)methyl methanesulfonate and ethyl 3-(4-hydroxy-2,3-dimethylphenyl)propanoate followed by hydrolysis to afford the desired product as an off-white solid. 1H NMR (400 MHz, CDCl3) δ 8.78 (s, 1H), 7.70 (d, J=7.5 Hz, 2H), 7.42 (d, J=7.5 Hz, 2H), 6.98 (d, J=7.6 Hz, 1H), 6.68 (d, J=7.8 Hz, 1H), 5.05 (s, 2H), 2.96 (t, J=7.5 Hz, 2H), 2.62 (t, J=7.6 Hz, 2...